This data is from the Open Reaction Database (ORD), a public repository of structured organic reaction records. The task is: describe an organic reaction: reactants, conditions, products, and yield Starting materials: ClC=1C=C(C(CNC(CC2=CC=C(OCC=3OC=C(C(C3)=O)O)C=C2)C)O)C=CC1 (2-[4-[2-[(3-chloro-β-hydroxyphenethyl)amino]propyl]phenoxymethyl]-5-hydroxy-4H-pyran-4-one), CNC (dimethylamine), solution, C=O (formaldehyde), aq. solution. The solvent is C(C)O.O (ethanol water), C(C)O (ethanol), C(C)O (ethanol). Run at time 1 hour. Yields the product ClC=1C=C(C(CNC(CC2=CC=C(OCC=3OC(=C(C(C3)=O)O)CN(C)C)C=C2)C)O)C=CC1 (2-[4-[2-[(3-chloro-β-hydroxyphenethyl)amino]propyl]phenoxymethyl]-5-hydroxy-6-dimethylaminomethyl-4H-pyran-4-one). As a reaction SMILES: [Cl:1][C:2]1[CH:3]=[C:4]([CH:28]=[CH:29][CH:30]=1)[CH:5]([OH:27])[CH2:6][NH:7][CH:8]([CH3:26])[CH2:9][C:10]1[CH:25]=[CH:24][C:13]([O:14][CH2:15][C:16]2[O:17][CH:18]=[C:19]([OH:23])[C:20](=[O:22])[CH:21]=2)=[CH:12][CH:11]=1.[CH3:31][NH:32][CH3:33].[CH2:34]=O>C(O)C.C(O)C.O>[Cl:1][C:2]1[CH:3]=[C:4]([CH:28]=[CH:29][CH:30]=1)[CH:5]([OH:27])[CH2:6][NH:7][CH:8]([CH3:26])[CH2:9][C:10]1[CH:11]=[CH:12][C:13]([O:14][CH2:15][C:16]2[O:17][C:18]([CH2:31][N:32]([CH3:34])[CH3:33])=[C:19]([OH:23])[C:20](=[O:22])[CH:21]=2)=[CH:24][CH:25]=1 |f:4.5|. Reported procedure: A solution of 2-[4-[2-[(3-chloro-β-hydroxyphenethyl)amino]propyl]phenoxymethyl]-5-hydroxy-4H-pyran-4-one 0.8 g) in ethanol, was added to a mixture of dimethylamine (0.28 ml of a 33% solution, in ethanol) and formaldehyde (0.175 ml of a 37% aq. solution) in ethanol:water (95:5), (50 ml), at room temperature and allowed to stand for 1h. The solvent was evaporated in vacuo, the residue was partitioned between ethyl acetate and water separated and the organic extracts dried (magnesium sulphate), fil... Product: BrC1=C(C=C(C=C1)Br)S(=O)CCCCOC=1C=C2CCC(NC2=CC1)=O (6-[4-(2,5-Dibromophenyl-sulfinyl)-butoxy]-3,4-dihydro-carbostyril). As a reaction SMILES: [Br:1][C:2]1[CH:7]=[CH:6][C:5]([Br:8])=[CH:4][C:3]=1[S:9][CH2:10][CH2:11][CH2:12][CH2:13][O:14][C:15]1[CH:16]=[C:17]2[C:22](=[CH:23][CH:24]=1)[NH:21][C:20](=[O:25])[CH2:19][CH2:18]2.[OH:26]O>>[Br:1][C:2]1[CH:7]=[CH:6][C:5]([Br:8])=[CH:4][C:3]=1[S:9]([CH2:10][CH2:11][CH2:12][CH2:13][O:14][C:15]1[CH:16]=[C:17]2[C:22](=[CH:23][CH:24]=1)[NH:21][C:20](=[O:25])[CH2:19][CH2:18]2)=[O:26]. Starting materials: BrC1=C(C=C(C=C1)Br)SCCCCOC=1C=C2CCC(NC2=CC1)=O (6-[4-(2,5-dibromophenyl-mercapto)-butoxy]-3,4-dihydro-carbostyril), OO (hydrogen peroxide). Reported procedure: Prepared analogous to Example 123 from 6-[4-(2,5-dibromophenyl-mercapto)-butoxy]-3,4-dihydro-carbostyril and hydrogen peroxide. Starting materials: CO, NCC1CC1, O=C(O)c1cnc(Cl)c([N+](=O)[O-])c1. Yields the product O=C(O)c1cnc(NCC2CC2)c([N+](=O)[O-])c1. RXN SMILES: [CH3:19][OH:20].[CH:1]1([CH2:4][NH2:5])[CH2:2][CH2:3]1.[Cl:6][c:7]1[n:8][cH:9][c:10]([C:11](=[O:12])[OH:13])[cH:14][c:15]1[N+:16](=[O:17])[O-:18]>>[CH:1]1([CH2:4][NH:5][c:7]2[n:8][cH:9][c:10]([C:11](=[O:12])[OH:13])[cH:14][c:15]2[N+:16](=[O:17])[O-:18])[CH2:2][CH2:3]1. Reactants: CC(C)(O)C(F)(F)F, NS(=O)(=O)Oc1ccccc1. Yields the product CC(C)(OS(N)(=O)=O)C(F)(F)F. RXN SMILES: [F:12][C:13]([C:14]([CH3:15])([OH:16])[CH3:17])([F:18])[F:19].[c:1]1([O:7][S:8](=[O:2])([NH2:9])=[O:10])[cH:3][cH:4][cH:5][cH:6][cH:11]1>>[O:7]=[S:8]([NH2:9])(=[O:10])[O:16][C:14]([C:13]([F:12])([F:18])[F:19])([CH3:15])[CH3:17]. Starting materials: C(CCC)OC(C(=C)C)=O (n-butylmethacrylate), C(C)(C)(C)OO (tert-butylhydroperoxide), [Na] (sodium), olefin sulfonate, C=CC1=CC=CC=C1 (styrene), C(CCC)OC(C(=C)C)=O (n-butylmethacrylate). The solvent is O (water). Reaction conditions: temperature 90 celsius. Product: C(CCC)OC(C(=C)C)=O.C=CC1=CC=CC=C1 (n-Butylmethacrylate Styrene). Reaction SMILES: [CH2:1]([O:5][C:6](=[O:10])[C:7]([CH3:9])=[CH2:8])[CH2:2][CH2:3][CH3:4].[Na].C(OO)(C)(C)C.[CH2:18]=[CH:19][C:20]1[CH:25]=[CH:24][CH:23]=[CH:22][CH:21]=1>O>[CH2:1]([O:5][C:6](=[O:10])[C:7]([CH3:9])=[CH2:8])[CH2:2][CH2:3][CH3:4].[CH2:18]=[CH:19][C:20]1[CH:25]=[CH:24][CH:23]=[CH:22][CH:21]=1 |f:5.6,^1:10|. Procedure: Twenty four stable free radical polymerization (SFRP) were carried out under aqueous emulsion conditions. Each polymerization was set up with a total volume 0.7 mL, with 10 weight % n-butylmethacrylate (monomer). The amount of surfactant (sodium alpha (C14-C16) olefin sulfonate—sold by Rhodia as Rhodacal A-246/L) added was 1 weight % to monomer, and three different amounts of initiator were added: 0.001, 0.002 and 0.003 mole equivalence to monomer. The initiator that was used was water soluble a... Reactants: COC(OC)OC, Cc1ccc(S(=O)(=O)O)cc1, CO, O=Cc1cc(Cl)ccc1[N+](=O)[O-], [Na+], [Na+], O=C([O-])[O-]. Yields the product COC(OC)c1cc(Cl)ccc1[N+](=O)[O-]. RXN SMILES: [CH3:13][O:14][CH:15]([O:16][CH3:17])[O:18][CH3:19].[CH3:20][c:21]1[cH:22][cH:23][c:24]([S:25](=[O:26])(=[O:27])[OH:28])[cH:29][cH:30]1.[CH3:37][OH:38].[Cl:1][c:2]1[cH:3][cH:4][c:5]([N+:10](=[O:11])[O-:12])[c:6]([CH:7]=[O:8])[cH:9]1.[Na+:31].[Na+:32].[O-:33][C:34](=[O:35])[O-:36]>>[Cl:1][c:2]1[cH:3][cH:4][c:5]([N+:10](=[O:11])[O-:12])[c:6]([CH:15]([O:14][CH3:13])[O:16][CH3:17])[cH:9]1. Reactants: C(C)OCC (diethyl ether), C(C)(=O)O (acetic acid), C(C)(=O)OC(C)=O (acetic anhydride), Br.C(CC)N(C1CC2=CC=C(C(=C2CC1)N)O)CCC (2-dipropylamino-5-amino-6-hydroxy-1,2,3,4-tetrahydronaphthalene hydrobromide). The solvent is C(Cl)Cl (methylene chloride). Conditions: time 1 hour. Product: Br.C(CC)N(C1CC2=CC=C(C(=C2CC1)NC(C)=O)O)CCC (2-Dipropylamino-5-acetylamino-6-hydroxy-1,2,3,4-tetrahydronaphthalene hydrobromide). Reaction SMILES: [C:1]([OH:4])(=O)[CH3:2].C(OC(=O)C)(=O)C.[BrH:12].[CH2:13]([N:16]([CH2:29][CH2:30][CH3:31])[CH:17]1[CH2:26][CH2:25][C:24]2[C:19](=[CH:20][CH:21]=[C:22]([OH:28])[C:23]=2[NH2:27])[CH2:18]1)[CH2:14][CH3:15].C(OCC)C>C(Cl)Cl>[BrH:12].[CH2:29]([N:16]([CH2:13][CH2:14][CH3:15])[CH:17]1[CH2:26][CH2:25][C:24]2[C:19](=[CH:20][CH:21]=[C:22]([OH:28])[C:23]=2[NH:27][C:1](=[O:4])[CH3:2])[CH2:18]1)[CH2:30][CH3:31] |f:2.3,6.7|. Reported procedure: 10 ml of acetic acid and 0.46 ml of acetic anhydride are added to 1.5 g of 2-dipropylamino-5-amino-6-hydroxy-1,2,3,4-tetrahydronaphthalene hydrobromide (obtained in accordance with Example 1(d)) in 25 ml of methylene chloride at 0° C. The mixture is stirred for one hour, diethyl ether is added and the solid is recrystallised from ethanol. This gives 1.2 g of a product melting at 244.5° C.